Dataset: the Open Reaction Database (ORD), a public repository of structured organic reaction records. Task: describe an organic reaction: reactants, conditions, products, and yield The reactants are CC#N, COC(=O)C1(c2ccc(N)cc2)CC1, O=C1CCC(=O)N1Br, O. The product is COC(=O)C1(c2ccc(N)c(Br)c2)CC1. Reaction SMILES: [CH3:24][C:25]#[N:26].[NH2:1][c:2]1[cH:3][cH:4][c:5]([C:8]2([C:11](=[O:12])[O:13][CH3:14])[CH2:9][CH2:10]2)[cH:6][cH:7]1.[O:15]=[C:16]1[N:17]([Br:22])[C:18](=[O:19])[CH2:20][CH2:21]1.[OH2:23]>>[NH2:1][c:2]1[cH:3][cH:4][c:5]([C:8]2([C:11](=[O:12])[O:13][CH3:14])[CH2:9][CH2:10]2)[cH:6][c:7]1[Br:22]. Reactants: ice water, [H-].[Na+] (sodium hydride), CI (methyl iodide), COC=1C=C(C=CC1)C12CCCC(NC1=O)C2 (1-(3-methoxyphenyl)-6-azabicyclo[3,2,1]octane-7-one). The solvent is CS(=O)C (dimethylsulfoxide). Reaction conditions: temperature 70 celsius, time 1 hour. Yields the product COC=1C=C(C=CC1)C12CCCC(N(C1=O)C)C2 (1-(3-methoxyphenyl)-6-methyl-6-azabicyclo[3,2,1]octane-7-one). As a reaction SMILES: [H-].[Na+].[CH3:3][O:4][C:5]1[CH:6]=[C:7]([C:11]23[CH2:19][CH:15]([NH:16][C:17]2=[O:18])[CH2:14][CH2:13][CH2:12]3)[CH:8]=[CH:9][CH:10]=1.[CH3:20]I>CS(C)=O>[CH3:3][O:4][C:5]1[CH:6]=[C:7]([C:11]23[CH2:19][CH:15]([N:16]([CH3:20])[C:17]2=[O:18])[CH2:14][CH2:13][CH2:12]3)[CH:8]=[CH:9][CH:10]=1 |f:0.1|. Reported procedure: 0.36 g of 69% sodium hydride is added to 40 ml of dimethylsulfoxide, The mixture is heated at 70°C for 30 minutes in a nitrogen atmosphere. 2 g of 1-(3-methoxyphenyl)-6-azabicyclo[3,2,1]octane-7-one are added to the mixture at 10° to 15°C. Then, the mixture is stirred at room temperature for 1 hour. 2.1 G of methyl iodide are added to the mixture, and the mixture is further stirred at room temperature for 2 hours. The reaction mixture is poured into ice-water and extracted with ether. The ether ... Starting materials: C[Si](CCO)(C)C (2-trimethylsilylethanol), CC1(OC(=CC(O1)=O)C)C (2,2,6-trimethyl-4H-1,3-dioxin-4-one). Solvent: CC(=O)C (acetone). Yields the product C(CC(=O)C)(=O)OCC[Si](C)(C)C (2-(Trimethylsilyl)ethyl Acetoacetate). Reaction SMILES: [CH3:1][Si:2]([CH3:7])([CH3:6])[CH2:3][CH2:4][OH:5].CC1(C)[O:14][C:13](=O)[CH:12]=[C:11]([CH3:16])[O:10]1>CC(C)=O>[C:13]([O:5][CH2:4][CH2:3][Si:2]([CH3:7])([CH3:6])[CH3:1])(=[O:14])[CH2:12][C:11]([CH3:16])=[O:10]. Reported procedure: A mixture of 6.70 g of 2-trimethylsilylethanol (56.7 mmol) and 8.05 g of 2,2,6-trimethyl-4H-1,3-dioxin-4-one (56.7 mmol) was placed in a round bottom flask equipped with a short distillation apparatus and heated to to drive off acetone. The calculated amount of acetone was collected, and the residue was distilled under reduced pressure. The fraction boiling at 106-110° C. (5-10 mmHg) was collected (8.52 g, 74%). The product was used in the next step after spectral characterization. Reactants: C(C)(C)(C)OC(=O)NC1CCN(CC1)C1=CC(=NC(=N1)CCCC)C(=O)O (6-{4-[(tert-Butoxycarbonyl)amino]piperidin-1-yl}-2-butylpyrimidine-4-carboxylic acid), C(C)(C)(C)OC(=O)NC1CCN(CC1)C1=CC(=NC(=N1)CCCC)C(=O)O (6-{4-[(tert-Butoxycarbonyl)amino]piperidin-1-yl}-2-butylpyrimidine-4-carboxylic acid), Cl.O1CCOCC1 (HCl dioxane), ClC1=C(NC(=C1Cl)C)C(=O)NC1CCN(CC1)C1=NC(=NC(=C1)C#N)Cl (3,4-Dichloro-N-[1-(2-chloro-6-cyanopyrimidin-4-yl)piperidin-4-yl]-5-methyl-1H-pyrrole-2-carboxamide), Cl.NC1CCN(CC1)C=1C=C(C(=O)N)C=C(N1)Cl (2-(4-aminopiperidin-1-yl)-6-chloroisonicotinamide hydrochloride), ClC1=C(NC(=C1Cl)C)C(=O)NC1CCN(CC1)C1=NC(=NC(=C1)C#N)Cl (3,4-Dichloro-N-[1-(2-chloro-6-cyanopyrimidin-4-yl)piperidin-4-yl]-5-methyl-1H-pyrrole-2-carboxamide), hydrochloride salt, Cl.NC1CCN(CC1)C1=CC(=NC(=N1)CCCC)C(=O)O (6-(4-aminopiperidin-1-yl)-2-butylpyrimidine-4-carboxylic acid hydrochloride salt). Product: C(CCC)C1=NC(=CC(=N1)C(=O)O)N1CCC(CC1)NC(=O)C=1NC(=C(C1Cl)Cl)C (2-Butyl-6-(4-{[(3,4-dichloro-5-methyl-1H-pyrrol-2-yl)carbonyl]amino}piperidin-1-yl)pyrimidine-4-carboxylic acid). As a reaction SMILES: C(O[C:6]([NH:8][CH:9]1[CH2:14][CH2:13][N:12]([C:15]2[N:20]=[C:19]([CH2:21][CH2:22][CH2:23][CH3:24])[N:18]=[C:17]([C:25]([OH:27])=[O:26])[CH:16]=2)[CH2:11][CH2:10]1)=[O:7])(C)(C)C.Cl.O1CCOCC1.Cl.NC1CCN(C2C=C(C=C(Cl)N=2)C(N)=O)CC1.Cl.NC1CCN(C2N=C(CCCC)N=C(C(O)=O)C=2)CC1.[Cl:74][C:75]1[C:79]([Cl:80])=[C:78](C)[NH:77][C:76]=1[C:82](NC1CCN(C2C=C(C#N)N=C(Cl)N=2)CC1)=O>>[CH2:21]([C:19]1[N:18]=[C:17]([C:25]([OH:27])=[O:26])[CH:16]=[C:15]([N:12]2[CH2:11][CH2:10][CH:9]([NH:8][C:6]([C:78]3[NH:77][C:76]([CH3:82])=[C:75]([Cl:74])[C:79]=3[Cl:80])=[O:7])[CH2:14][CH2:13]2)[N:20]=1)[CH2:22][CH2:23][CH3:24] |f:1.2,3.4,5.6|. Procedure details: (6-{4-[(tert-Butoxycarbonyl)amino]piperidin-1-yl}-2-butylpyrimidine-4-carboxylic acid) (Intermediate 100) was treated with 4 N HCl/dioxane for as described for Intermediate 70. The resulting hydrochloride salt, 6-(4-aminopiperidin-1-yl)-2-butylpyrimidine-4-carboxylic acid hydrochloride salt was coupled to 3,4-dichloro-5-methyl-1H-pyrrole-2-carboxylic acid (Intermediate 3) in a manner analogous to Example 29 to give the title compound. Reactants: C[C@]12CCC(=O)C[C@@H]1CC[C@@H]3[C@@H]2CC[C@]4([C@H]3CC[C@]4(C)O)C (mestanolone), C[C@]12CC[C@H]3[C@H]([C@@H]1CC[C@]2(C)O)CC[C@@H]4[C@@]3(COC(=O)C4)C (oxandrolone), C[C@]12CCC(=O)C[C@@H]1CC[C@@H]3[C@@H]2CC[C@]4([C@H]3CC[C@]4(C)O)C (mestanolone), ( a ). The product is O[C@@]1([C@]2(C)[C@@H](CC1)[C@@H]1CC[C@H]3CC(C=C[C@]3(C)[C@H]1CC2)=O)C (17β-hydroxy-17α-methyl-5α-androst-1-en-3-one). RXN SMILES: C[C@@]12[C@](O)(C)CC[C@H]1[C@@H]1CC[C@H]3CC(=O)OC[C@]3(C)[C@H]1CC2.[CH3:23][C@@:24]12[C@H:34]3[CH2:35][CH2:36][C@:37]4([CH3:44])[C@:41]([OH:43])([CH3:42])[CH2:40][CH2:39][C@H:38]4[C@@H:33]3[CH2:32][CH2:31][C@H:30]1[CH2:29][C:27](=[O:28])[CH2:26][CH2:25]2>>[OH:43][C@@:41]1([CH3:42])[CH2:40][CH2:39][C@H:38]2[C@H:33]3[C@H:34]([CH2:35][CH2:36][C@:37]12[CH3:44])[C@:24]1([CH3:23])[C@H:30]([CH2:29][C:27](=[O:28])[CH:26]=[CH:25]1)[CH2:31][CH2:32]3. Reported procedure: The present invention relates to a process for the synthesis of oxandrolone from mestanolone. The process comprises the steps of: (a) oxidizing mestanolone to form 17β-hydroxy-17α-methyl-5α-androst-1-en-3-one; (b) hydroxylating the 17β-hydroxy-17α-methyl-5α-androst-1-en-3-one to form 1α, 2α, 17β-trihydroxy-17α-methylandrostan-3-one; (c) cleaving the 1α, 2α, 17β-trihydroxy-17α-methylandrostan-3-one to form 17β-hydroxy-17α-methyl-1-oxo-1,2,-seco-A-nor-5α-androstan-2-oic acid; and (d) reducing the ... Starting materials: C(C)(=O)O (acetic acid), FC1=NC=CC(=C1)C (2-fluoro-4-methylpyridine), BrN1C(CCC1=O)=O (N-bromosuccinimide), C(C1=CC=CC=C1)(=O)OOC(C1=CC=CC=C1)=O (benzoyl peroxide). Solvent: C(Cl)(Cl)(Cl)Cl (carbon tetrachloride). Reaction conditions: temperature 50 celsius, time 16 hour. Product: FC1=NC=CC(=C1)CBr (2-fluoro-4-(bromomethyl)pyridine). Yield: 33.2%. As a reaction SMILES: C(O)(=O)C.[F:5][C:6]1[CH:11]=[C:10]([CH3:12])[CH:9]=[CH:8][N:7]=1.[Br:13]N1C(=O)CCC1=O.C(OOC(=O)C1C=CC=CC=1)(=O)C1C=CC=CC=1>C(Cl)(Cl)(Cl)Cl>[F:5][C:6]1[CH:11]=[C:10]([CH2:12][Br:13])[CH:9]=[CH:8][N:7]=1. Procedure details: 0.073 ml of acetic acid is added to a solution of 0.111 g of 2-fluoro-4-methylpyridine in 2.5 ml of carbon tetrachloride, under an inert atmosphere of argon at a temperature in the region of 20° C. The mixture is brought, with stirring, to a temperature of 50° C. 0.356 g of N-bromosuccinimide and 0.048 g of benzoyl peroxide are successively added at this temperature. The mixture is brought to 80° C. over about 16 hours. After cooling, the reaction medium is placed on a cartridge 20 mm in diamete...